This data is from the Open Reaction Database (ORD), a public repository of structured organic reaction records. The task is: describe an organic reaction: reactants, conditions, products, and yield The reactants are [H][H] (hydrogen), C(C)C1=CC2=C(N3C(S2)=NCCC3)C=C1[N+](=O)[O-] (8-ethyl-3,4-dihydro-7-nitro-2H-pyrimido[2,1-b]benzothiazole). Reagents/catalysts: [Pt] (platinum-on-charcoal). Solvent: C(C)(=O)O (acetic acid). Product: C(C)C1=CC2=C(N3C(S2)=NCCC3)C=C1N (8-ethyl-3,4-dihydro-2H-pyrimido[2,1-b]benzothiazol-7-amine). Reaction SMILES: [CH2:1]([C:3]1[C:15]([N+:16]([O-])=O)=[CH:14][C:6]2[N:7]3[CH2:13][CH2:12][CH2:11][N:10]=[C:8]3[S:9][C:5]=2[CH:4]=1)[CH3:2].[H][H]>[Pt].C(O)(=O)C>[CH2:1]([C:3]1[C:15]([NH2:16])=[CH:14][C:6]2[N:7]3[CH2:13][CH2:12][CH2:11][N:10]=[C:8]3[S:9][C:5]=2[CH:4]=1)[CH3:2]. Procedure details: A mixture of 5.26 parts of 8-ethyl-3,4-dihydro-7-nitro-2H-pyrimido[2,1-b]benzothiazole and 100 parts of acetic acid is hydrogenated at normal pressure and at room temperature with 1 part of platinum-on-charcoal catalyst 5%. After the calculated amount of hydrogen is taken up, the catalyst is filtered off and the filtrate is acidified with 2-propanol, saturated with gaseous hydrogen chloride. The precipitated product is filtered off and dissolved in 200 parts of water. The solution is alkalized w... The reactants are CCCCCC(C=C[Sn](CCCC)(CCCC)CCCC)O[Si](C)(C)C, C1CCOC1, CCCCP(CCCC)CCCC, CCOCC, [Li]CCCC, C#CCCC, [Cu]I. The product is [Li]C=CC(CCCCC)O[Si](C)(C)C. RXN SMILES: [CH2:11]([Sn:12]([CH2:13][CH2:14][CH2:15][CH3:29])([CH:16]=[CH:17][CH:18]([CH2:19][CH2:20][CH2:21][CH2:22][CH3:23])[O:24][Si:25]([CH3:26])([CH3:27])[CH3:28])[CH2:30][CH2:31][CH2:32][CH3:33])[CH2:34][CH2:35][CH3:36].[CH2:42]1[O:43][CH2:44][CH2:45][CH2:46]1.[CH2:47]([P:48]([CH2:49][CH2:50][CH2:51][CH3:52])[CH2:53][CH2:54][CH2:55][CH3:56])[CH2:57][CH2:58][CH3:59].[CH3:37][CH2:38][O:39][CH2:40][CH3:41].[CH3:6][CH2:7][CH2:8][CH2:9][Li:10].[CH:1]#[C:2][CH2:3][CH2:4][CH3:5].[Cu:60][I:61]>>[Li:10][CH:16]=[CH:17][CH:18]([CH2:19][CH2:20][CH2:21][CH2:22][CH3:23])[O:24][Si:25]([CH3:26])([CH3:27])[CH3:28]. Reactants: [Mn](=O)(=O)(=O)[O-] (permanganate), FC1=CC=CC(=C1C)[N+](=O)[O-] (6-fluoro-2-nitrotoluene), C([O-])([O-])=O.[K+].[K+] (potassium carbonate), [Mn](=O)(=O)(=O)[O-].[K+] (potassium permanganate). Run in O (water). Product: FC1=CC=CC(=C1C(=O)O)[N+](=O)[O-] (6-fluoro-2-nitrobenzoic acid). RXN SMILES: [F:1][C:2]1[C:7](C)=[C:6]([N+:9]([O-:11])=[O:10])[CH:5]=[CH:4][CH:3]=1.[C:12](=[O:15])([O-])[O-:13].[K+].[K+].[Mn]([O-])(=O)(=O)=O.[K+].[Mn]([O-])(=O)(=O)=O>O>[F:1][C:2]1[C:7]([C:12]([OH:13])=[O:15])=[C:6]([N+:9]([O-:11])=[O:10])[CH:5]=[CH:4][CH:3]=1 |f:1.2.3,4.5|. Procedure: A mixture of 34.5 g (0.22 mol) of 6-fluoro-2-nitrotoluene, 30.7 g (0.22 mol) of potassium carbonate, 105.4 g (0.66 mol) of potassium permanganate and 3.3 liters of water is heated at 100° C. until the permanganate is decolorised (ca 2.5 hours). After cooling and removal of the unreacted 6-fluoro-2-nitrotoluene by extraction with ethyl acetate, the aqueous phase is adjusted to pH 1 with hydrochloric acid and extracted three times with ethyl acetate. The combined organic extracts are dried over ma... The reactants are CC1=CC2=CC=CC=C2S1 (2-Methylthianaphthene), [O-]S(=O)(=O)C(F)(F)F.C1(=CC=CC=C1)[I+]C1=CC=CC=C1 (diphenyliodonium triflate), C(C)OCC (ethyl ether). The reagents and catalysts are C(C1=CC=CC=C1)(=O)[O-].[Cu+2].C(C1=CC=CC=C1)(=O)[O-] (copper benzoate). Run in O (water). Conditions: time 1 hour. The product is [O-]S(=O)(=O)C(F)(F)F.C1(=CC=CC=C1)[S+]1C(=CC2=C1C=CC=C2)C (1-phenyl-2-methylbenzothiophenium triflate). Isolated yield 73.3%. Reaction SMILES: [CH3:1][C:2]1[S:10][C:9]2[C:4](=[CH:5][CH:6]=[CH:7][CH:8]=2)[CH:3]=1.[O-:11][S:12]([C:15]([F:18])([F:17])[F:16])(=[O:14])=[O:13].[C:19]1([I+]C2C=CC=CC=2)[CH:24]=[CH:23][CH:22]=[CH:21][CH:20]=1.C(OCC)C>O.C([O-])(=O)C1C=CC=CC=1.[Cu+2].C([O-])(=O)C1C=CC=CC=1>[O-:14][S:12]([C:15]([F:18])([F:17])[F:16])(=[O:13])=[O:11].[C:19]1([S+:10]2[C:9]3[CH:8]=[CH:7][CH:6]=[CH:5][C:4]=3[CH:3]=[C:2]2[CH3:1])[CH:24]=[CH:23][CH:22]=[CH:21][CH:20]=1 |f:1.2,5.6.7,8.9|. Reported procedure: 2-Methylthianaphthene (5 g, 0.0327 mole), diphenyliodonium triflate (18.28 g, 0.0425 mole) and copper benzoate (0.1 g, 0.000327 mole) were heated without solvent for 0.5 hours at 140° C. under a nitrogen atmosphere. After cooling down, 150 ethyl ether was added to solidify the product. Filtration and washing with ethyl ether yielded a brownish-grey solid, which was dissolved in 500 ml hot water, and the solution filtered and the water removed in vacuo. The resulting off-white solid was stirred i... The reactants are O=C([O-])[O-], CCc1cccc(CC)c1-c1cc2c(CC#N)c[nH]c2cn1, CCOC(C)=O, [Cs+], [Cs+], I[Cu]I, CC(C)c1ccc(I)cc1, NCCN, C1COCCO1. Product: CCc1cccc(CC)c1-c1cc2c(CC#N)cn(-c3ccc(C(C)C)cc3)c2cn1. As a reaction SMILES: [C:33](=[O:34])([O-:35])[O-:36].[CH2:1]([CH3:2])[c:3]1[c:4](-[c:11]2[cH:12][c:13]3[c:14]([cH:15][n:16]2)[nH:17][cH:18][c:19]3[CH2:20][C:21]#[N:22])[c:5]([CH2:9][CH3:10])[cH:6][cH:7][cH:8]1.[CH3:43][CH2:44][O:45][C:46]([CH3:47])=[O:48].[Cs+:37].[Cs+:38].[Cu:49]([I:50])[I:51].[I:23][c:24]1[cH:25][cH:26][c:27]([CH:30]([CH3:31])[CH3:32])[cH:28][cH:29]1.[NH2:39][CH2:40][CH2:41][NH2:42].[O:52]1[CH2:53][CH2:54][O:55][CH2:56][CH2:57]1>>[CH2:1]([CH3:2])[c:3]1[c:4](-[c:11]2[cH:12][c:13]3[c:14]([cH:15][n:16]2)[n:17](-[c:24]2[cH:25][cH:26][c:27]([CH:30]([CH3:31])[CH3:32])[cH:28][cH:29]2)[cH:18][c:19]3[CH2:20][C:21]#[N:22])[c:5]([CH2:9][CH3:10])[cH:6][cH:7][cH:8]1. Starting materials: Cl (hydrochloric acid), C(C)C1=CC2=C(N(C(N(C2=O)CC(=O)C2=CC=C(C=C2)F)=O)CC2=CC=C(C=C2)C2=C(C=CC=C2)C2=NOC(N2)=O)S1 (6-ethyl-3-[2-(4-fluorophenyl)-2-oxoethyl]-1-{[2′-(5-oxo-4,5-dihydro-1,2,4-oxadiazol-3-yl)biphenyl-4-yl]methyl}thieno[2,3-d]pyrimidine-2,4(1H,3H)-dione), Cl.NOCC(=O)OCC (ethyl (aminooxy)acetate hydrochloride), N1=CC=CC=C1 (pyridine). The solvent is O (water), C(Cl)(Cl)Cl (chloroform), C(C)O (ethanol). Run at temperature 100 celsius, time 16 hour. Yields the product C(C)C1=CC2=C(N(C(N(C2=O)CC(C2=CC=C(C=C2)F)=NOCC(=O)OCC)=O)CC2=CC=C(C=C2)C2=C(C=CC=C2)C2=NOC(N2)=O)S1 (ethyl ({[2-[6-ethyl-2,4-dioxo-1-{[2′-(5-oxo-4,5-dihydro-1,2,4-oxadiazol-3-yl)biphenyl-4-yl]methyl}-1,4-dihydrothieno[2,3-d]pyrimidin-3(2H)-yl]-1-(4-fluorophenyl)ethylidene]amino}oxy)acetate), mixture. Isolated yield 25.0%. As a reaction SMILES: [CH2:1]([C:3]1[S:42][C:6]2[N:7]([CH2:23][C:24]3[CH:29]=[CH:28][C:27]([C:30]4[CH:35]=[CH:34][CH:33]=[CH:32][C:31]=4[C:36]4[NH:40][C:39](=[O:41])[O:38][N:37]=4)=[CH:26][CH:25]=3)[C:8](=[O:22])[N:9]([CH2:12][C:13]([C:15]3[CH:20]=[CH:19][C:18]([F:21])=[CH:17][CH:16]=3)=O)[C:10](=[O:11])[C:5]=2[CH:4]=1)[CH3:2].Cl.[NH2:44][O:45][CH2:46][C:47]([O:49][CH2:50][CH3:51])=[O:48].N1C=CC=CC=1.Cl>O.C(Cl)(Cl)Cl.C(O)C>[CH2:1]([C:3]1[S:42][C:6]2[N:7]([CH2:23][C:24]3[CH:29]=[CH:28][C:27]([C:30]4[CH:35]=[CH:34][CH:33]=[CH:32][C:31]=4[C:36]4[NH:40][C:39](=[O:41])[O:38][N:37]=4)=[CH:26][CH:25]=3)[C:8](=[O:22])[N:9]([CH2:12][C:13](=[N:44][O:45][CH2:46][C:47]([O:49][CH2:50][CH3:51])=[O:48])[C:15]3[CH:20]=[CH:19][C:18]([F:21])=[CH:17][CH:16]=3)[C:10](=[O:11])[C:5]=2[CH:4]=1)[CH3:2] |f:1.2|. Reported procedure: A mixture of 6-ethyl-3-[2-(4-fluorophenyl)-2-oxoethyl]-1-{[2′-(5-oxo-4,5-dihydro-1,2,4-oxadiazol-3-yl)biphenyl-4-yl]methyl}thieno[2,3-d]pyrimidine-2,4(1H,3H)-dione (0.2 g), ethyl (aminooxy)acetate hydrochloride (0.045 g), pyridine (10 mL) and ethanol (10 mL) was stirred at 100° C. for 16 hr. To the reaction mixture were added chloroform and water, and the mixture was adjusted to pH 4 with 1N hydrochloric acid. The chloroform layer was washed with saturated brine, and dried over anhydrous magnesi...